This data is from the Open Reaction Database (ORD), a public repository of structured organic reaction records. The task is: describe an organic reaction: reactants, conditions, products, and yield Reactants: FC(S(=O)(=O)OC1=CC=2CCCC(C2C=C1)=O)(F)F (5-oxo-5,6,7,8-tetrahydronaphthalen-2-yl trifluoromethanesulfonate), O1CCC(=CC1)B1OC(C)(C)C(C)(C)O1 (3,6-dihydro-2H-pyran-4-boronic acid pinacol ester), C(=O)(O)[O-].[Na+] (NaHCO3), C(Cl)Cl (DCM). The reagents and catalysts are C1=CC=C(C=C1)P([C-]2C=CC=C2)C3=CC=CC=C3.C1=CC=C(C=C1)P([C-]2C=CC=C2)C3=CC=CC=C3.Cl[Pd]Cl.[Fe+2] (Pd(dppf)Cl2). Solvent: O1CCOCC1 (dioxane), CCOC(=O)C (EtOAc). Run at temperature 100 celsius, time 2 hour. The product is O1CCC(=CC1)C=1C=C2CCCC(C2=CC1)=O (6-(3,6-dihydro-2H-pyran-4-yl)-1,2,3,4-tetrahydronaphthalen-1-one). Yield: 85.6%. RXN SMILES: FC(F)(F)S(O[C:7]1[CH:16]=[CH:15][C:14]2[C:13](=[O:17])[CH2:12][CH2:11][CH2:10][C:9]=2[CH:8]=1)(=O)=O.[O:20]1[CH2:25][CH:24]=[C:23](B2OC(C)(C)C(C)(C)O2)[CH2:22][CH2:21]1.C(Cl)Cl.C([O-])(O)=O.[Na+]>O1CCOCC1.CCOC(C)=O.C1C=CC(P(C2C=CC=CC=2)[C-]2C=CC=C2)=CC=1.C1C=CC(P(C2C=CC=CC=2)[C-]2C=CC=C2)=CC=1.Cl[Pd]Cl.[Fe+2]>[O:20]1[CH2:21][CH:22]=[C:23]([C:7]2[CH:8]=[C:9]3[C:14](=[CH:15][CH:16]=2)[C:13](=[O:17])[CH2:12][CH2:11][CH2:10]3)[CH2:24][CH2:25]1 |f:3.4,7.8.9.10|. Procedure: To a solution of 5-oxo-5,6,7,8-tetrahydronaphthalen-2-yl trifluoromethanesulfonate (1.4 g, 4.76 mmol) in dioxane (6 mL) was added 3,6-dihydro-2H-pyran-4-boronic acid pinacol ester (1.0 g, 4.76 mmol), Pd(dppf)Cl2.DCM (408 mg, 0.5 mmol) and sat. NaHCO3 solution (2 mL). The mixture was stirred at 100° C. for 2 h under nitrogen. The mixture was cooled to rt and diluted with EtOAc, filtered, and concentrated. The residue was purified by silica gel chromatography (PE:EtOAc=4:1) to give 930 mg (86%) of... The reactants are OC1=C(CNC(OC(C)(C)C)=O)C=C(C=C1)B1OC(C(O1)(C)C)(C)C (t-butyl N-[2-hydroxy-5-(4,4,5,5-tetramethyl-1,3,2-dioxaborolan-2-yl)benzyl]carbamate), BrC=1C=C(C(=O)OC)C(=CC1)F (methyl 3-bromo-6-fluorobenzoate), dichlorobistriphenyl phosphinoferrocene palladium, C([O-])([O-])=O.[K+].[K+] (potassium carbonate). Solvent: C(OC)COC (dimethoxyethane). Run at temperature 80 celsius, time 8 hour. Yields the product C(C)(C)(C)OC(=O)NCC=1C=C(C=CC1O)C=1C=C(C(=O)OC)C(=CC1)F (Methyl 3-(3-{[(t-butoxycarbonyl)amino]methyl}-4-hydroxyphenyl)-6-fluorobenzoate). Yield: 72.6%. RXN SMILES: [OH:1][C:2]1[CH:16]=[CH:15][C:14](B2OC(C)(C)C(C)(C)O2)=[CH:13][C:3]=1[CH2:4][NH:5][C:6](=[O:12])[O:7][C:8]([CH3:11])([CH3:10])[CH3:9].Br[C:27]1[CH:28]=[C:29]([C:34]([F:37])=[CH:35][CH:36]=1)[C:30]([O:32][CH3:33])=[O:31].C(=O)([O-])[O-].[K+].[K+]>C(COC)OC>[C:8]([O:7][C:6]([NH:5][CH2:4][C:3]1[CH:13]=[C:14]([C:27]2[CH:28]=[C:29]([C:34]([F:37])=[CH:35][CH:36]=2)[C:30]([O:32][CH3:33])=[O:31])[CH:15]=[CH:16][C:2]=1[OH:1])=[O:12])([CH3:9])([CH3:10])[CH3:11] |f:2.3.4|. Reported procedure: 501 mg of t-butyl N-[2-hydroxy-5-(4,4,5,5-tetramethyl-1,3,2-dioxaborolan-2-yl)benzyl]carbamate, 370 mg of methyl 3-bromo-6-fluorobenzoate, 80 mg of dichlorobistriphenyl phosphinoferrocene palladium and 500 mg of potassium carbonate were dissolved in 8 ml of dimethoxyethane and stirred overnight at 80° C. in a nitrogen atmosphere. The reaction mixture was filtered through Celite, and the filtrate was evaporated. The residue was purified by silica gel column, to give 391 mg of the title compound i... Reactants: FC(C=1C=C(C=CC1)C#CC1=C(N=C2N1C=CC=C2)CN)(F)F ((3-((3-(trifluoromethyl)phenyl) ethynyl) imidazo[1,2-a]pyridin-2-yl) methanamine), C(C)(C)S(=O)(=O)Cl (isopropylsulfonyl chloride), C(C)(C)N(CC)C(C)C (diisopropylethylamine), C(C)(C)S(=O)(=O)Cl (isopropylsulfonyl chloride). The solvent is ClCCl (dichloromethane). Run at time 16 hour. Yields the product FC(C=1C=C(C=CC1)C#CC1=C(N=C2N1C=CC=C2)CNS(=O)(=O)C(C)C)(F)F (N-((3-((3-(trifluoromethyl)phenyl)ethynyl) imidazo[1,2-a]pyridin-2-yl)methyl)propane-2-sulfonamide). Isolated yield 47.7%. As a reaction SMILES: [F:1][C:2]([F:23])([F:22])[C:3]1[CH:4]=[C:5]([C:9]#[C:10][C:11]2[N:15]3[CH:16]=[CH:17][CH:18]=[CH:19][C:14]3=[N:13][C:12]=2[CH2:20][NH2:21])[CH:6]=[CH:7][CH:8]=1.C(N(C(C)C)CC)(C)C.[CH:33]([S:36](Cl)(=[O:38])=[O:37])([CH3:35])[CH3:34]>ClCCl>[F:23][C:2]([F:1])([F:22])[C:3]1[CH:4]=[C:5]([C:9]#[C:10][C:11]2[N:15]3[CH:16]=[CH:17][CH:18]=[CH:19][C:14]3=[N:13][C:12]=2[CH2:20][NH:21][S:36]([CH:33]([CH3:35])[CH3:34])(=[O:38])=[O:37])[CH:6]=[CH:7][CH:8]=1. Procedure: 0.08 g (0.239 mmol) of (3-((3-(trifluoromethyl)phenyl) ethynyl) imidazo[1,2-a]pyridin-2-yl) methanamine (prepared according to steps 1 to 4 of Example 11) were solubilised in 2 ml of dichloromethane with magnetic stirring, 0.208 ml (1.193 mmol) of diisopropylethylamine and 0.083 ml (0.716 mmol) of isopropylsulfonyl chloride were added. The mixture was stirred at r.t. for 16 h. A supplement of 0.083 ml (0.716 mmol) of isopropylsulfonyl chloride was added and the mixture was stirred at r.t. for 1 ... The reactants are CN(C)C=O, CN(C)C, Nc1nc(Cl)c2[nH]cnc2n1. The product is C[N+](C)(C)c1nc(N)nc2nc[nH]c12, [Cl-]. Reaction SMILES: [CH3:16][N:17]([CH3:18])[CH:19]=[O:20].[CH3:1][N:2]([CH3:3])[CH3:4].[NH2:5][c:6]1[n:7][c:8]([Cl:15])[c:9]2[nH:10][cH:11][n:12][c:13]2[n:14]1>>[CH3:1][N+:2]([CH3:3])([CH3:4])[c:8]1[n:7][c:6]([NH2:5])[n:14][c:13]2[c:9]1[nH:10][cH:11][n:12]2.[Cl-:15]. Starting materials: O (H2O), IC1=C(C=CC=C1)O (2-iodophenol), C([O-])([O-])=O.[K+].[K+] (potassium carbonate), C(C1=CC=CC=C1)Br (benzylbromide), crude product. The solvent is CCCCCCC.CCOC(=O)C (Heptane EtOAc), CC(=O)C (acetone). Run at time 15 minute. Product: C(C1=CC=CC=C1)OC1=C(C=CC=C1)I (1-Benzyloxy-2-iodo-benzene). Isolated yield 82.3%. RXN SMILES: [I:1][C:2]1[CH:7]=[CH:6][CH:5]=[CH:4][C:3]=1[OH:8].C(=O)([O-])[O-].[K+].[K+].[CH2:15](Br)[C:16]1[CH:21]=[CH:20][CH:19]=[CH:18][CH:17]=1.O>CC(C)=O.CCCCCCC.CCOC(C)=O>[CH2:15]([O:8][C:3]1[CH:4]=[CH:5][CH:6]=[CH:7][C:2]=1[I:1])[C:16]1[CH:21]=[CH:20][CH:19]=[CH:18][CH:17]=1 |f:1.2.3,7.8|. Reported procedure: In a 25 mL ovendried flask 2-iodophenol (1.03 g, 4.7 mmol) and potassium carbonate (0.71 g, 5.2 mmol) were dissolved in dry acetone (10 mL). The mixture was stirred for 15 min followed by addition of benzylbromide (0.61 mL, 5.2 mmol) and left over-night at rt. Addition of H2O (50 mL) followed by extraction with ethyl acetate (3×50 mL) and the combined organic phases were dried (MgSO4) and evaporated to dryness, to produce 1.7 g of crude 25. The crude product was subjected to CC [eluent: Heptane:... Starting materials: CC1(CC(CCC1)=O)C (3,3-dimethylcyclohexanone), Cl.NO (hydroxylamine hydrochloride). The reagents and catalysts are [Ni] (Raney Nickel). Run in CO (MeOH). Conditions: temperature 60 celsius. Yields the product Cl.CC1(CC(CCC1)N)C (3,3-dimethylcyclohexanamine HCl). As a reaction SMILES: [CH3:1][C:2]1([CH3:9])[CH2:7][CH2:6][CH2:5][C:4](=O)[CH2:3]1.[ClH:10].[NH2:11]O>[Ni].CO>[ClH:10].[CH3:1][C:2]1([CH3:9])[CH2:7][CH2:6][CH2:5][CH:4]([NH2:11])[CH2:3]1 |f:1.2,5.6|. Reported procedure: A 100 mL RBF was charged with 3,3-dimethylcyclohexanone (3.48 g, 27.6 mmol), hydroxylamine hydrochloride (2.01 g, 29.0 mmol), and 20 mL of MeOH. This mixture was heated to 60° C. for 1 h. To this solution was added Raney Nickel (approx 300 mg). This mixture was placed under a hydrogen atmosphere (1 atm) and heating was continued (60° C.) for 12 h. After that time, the solution was filtered, acidified with 1M HCl, and concentrated to give 3,3-dimethylcyclohexanamine HCl as an off-white solid. Ste... The reactants are CC=1C(=C(C=CC1)CC(=O)O)[N+](=O)[O-] (3-methyl-2-nitro-phenylacetic acid), BH3-DMS. The solvent is C1CCOC1 (THF), C1CCOC1 (THF). Run at temperature 0 celsius. Product: CC=1C(=C(CCO)C=CC1)[N+](=O)[O-] (3-METHYL-2-NITRO-PHENETHYL ALCOHOL). Isolated yield 95.0%. RXN SMILES: [CH3:1][C:2]1[C:3]([N+:12]([O-:14])=[O:13])=[C:4]([CH2:8][C:9](O)=[O:10])[CH:5]=[CH:6][CH:7]=1>C1COCC1>[CH3:1][C:2]1[C:3]([N+:12]([O-:14])=[O:13])=[C:4]([CH:5]=[CH:6][CH:7]=1)[CH2:8][CH2:9][OH:10]. Reported procedure: A round bottomed flask was charged with 1.2 g (6 mmol) 3-methyl-2-nitro-phenylacetic acid and 24 mL anhydrous THF. The reaction was cooled to 0° C. and then treated with 4.0 mL 2M BH3-DMS in THF (7.8 mmol) over 5 m. The reaction was allowed to warm to rt overnight. The volatile solvents were removed in vacuo and the resulting material was partitioned between EtOAc/1 M NaHCO3. The organic extracts were washed with brine, dried over MgSO4, filtered, and concentrated in vacuo to give 1.06 g (95% yi...